This data is from the Open Reaction Database (ORD), a public repository of structured organic reaction records. The task is: describe an organic reaction: reactants, conditions, products, and yield Starting materials: BrC1=C2C=CC(=NC2=CC=C1F)C (5-bromo-6-fluoroquinaldine), [H][H] (hydrogen). The reagents and catalysts are [Pt] (platinum on charcoal). The solvent is C(C)(=O)O (acetic acid). Yields the product BrC1=C2CCC(NC2=CC=C1F)C (5-bromo-6-fluoro-1,2,3,4-tetrahydroquinaldine). Reaction SMILES: [Br:1][C:2]1[C:11]([F:12])=[CH:10][CH:9]=[C:8]2[C:3]=1[CH:4]=[CH:5][C:6]([CH3:13])=[N:7]2.[H][H]>C(O)(=O)C.[Pt]>[Br:1][C:2]1[C:11]([F:12])=[CH:10][CH:9]=[C:8]2[C:3]=1[CH2:4][CH2:5][CH:6]([CH3:13])[NH:7]2. Procedure details: To a solution of 20 g of 5-bromo-6-fluoroquinaldine in 150 ml of glacial acetic acid was added 2.0 g of platinum on charcoal. The mixture was hydrogenated on a Paar apparatus at a temperature of about 20° C. until the theoretical amount of hydrogen was taken up. The mixture was then filtered through celite to provide a solution of 5-bromo-6-fluoro-1,2,3,4-tetrahydroquinaldine. Evaporation of the solvent provides the desired intermediate. This intermediate could be used directly in Part C below w... Starting materials: C(O)([O-])=O.[Na+] (sodium hydrogen carbonate), m-chloroperbenzic acid, O (water), CSC1=CC=C(OC2CCC(CC2)=O)C=C1 (4-[4-(methylthio)phenoxy]-1-cyclohexanone). Run in C(Cl)Cl (methylene chloride). Run at time 4 hour. Product: CS(=O)(=O)C1=CC=C(OC2CCC(CC2)=O)C=C1 (4-[4-(methylsulfonyl)phenoxy]-1-cyclohexanone). RXN SMILES: [CH3:1][S:2][C:3]1[CH:16]=[CH:15][C:6]([O:7][CH:8]2[CH2:13][CH2:12][C:11](=[O:14])[CH2:10][CH2:9]2)=[CH:5][CH:4]=1.[OH2:17].C(=O)([O-])[OH:19].[Na+]>C(Cl)Cl>[CH3:1][S:2]([C:3]1[CH:4]=[CH:5][C:6]([O:7][CH:8]2[CH2:9][CH2:10][C:11](=[O:14])[CH2:12][CH2:13]2)=[CH:15][CH:16]=1)(=[O:19])=[O:17] |f:2.3|. Procedure details: In 50 ml of methylene chloride was dissolved 2.50 g of 4-[4-(methylthio)phenoxy]-1-cyclohexanone. After adding 5.48 g of m-chloroperbenzic acid at 0-5° C., the resulting mixture was stirred at ambient temperature for 4 hours. The reaction mixture was poured into water, pH was adjusted to 8.0 with saturated aqueous solution of sodium hydrogen carbonate, and the organic layer was separated. The organic layer thus obtained was washed successively with aqueous solution of sodium thiosulfate, water a...